From a dataset of the Open Reaction Database (ORD), a public repository of structured organic reaction records. describe an organic reaction: reactants, conditions, products, and yield The reactants are COC(CCNC(C1=CC=C(C=C1)C(CCC)OC1=CC=C(C=C1)Br)=O)=O (3-{4-[1-(4-bromo-phenoxy)-butyl]-benzoylamino}-propionic acid methyl ester), C(C)(=O)C1=CC=C(C=C1)B(O)O (4-acetylphenylboronic acid). Yields the product C(C)(=O)C1=CC=C(C=C1)C1=CC=C(C=C1)OC(CCC)C1=CC=C(C(=O)NCCC(=O)O)C=C1 (3-{4-[1-(4′-Acetyl-biphenyl-4-yloxy)-butyl]-benzoylamino}-propionic acid). As a reaction SMILES: C[O:2][C:3](=[O:27])[CH2:4][CH2:5][NH:6][C:7](=[O:26])[C:8]1[CH:13]=[CH:12][C:11]([CH:14]([O:18][C:19]2[CH:24]=[CH:23][C:22](Br)=[CH:21][CH:20]=2)[CH2:15][CH2:16][CH3:17])=[CH:10][CH:9]=1.[C:28]([C:31]1[CH:36]=[CH:35][C:34](B(O)O)=[CH:33][CH:32]=1)(=[O:30])[CH3:29]>>[C:28]([C:31]1[CH:36]=[CH:35][C:34]([C:22]2[CH:23]=[CH:24][C:19]([O:18][CH:14]([C:11]3[CH:12]=[CH:13][C:8]([C:7]([NH:6][CH2:5][CH2:4][C:3]([OH:2])=[O:27])=[O:26])=[CH:9][CH:10]=3)[CH2:15][CH2:16][CH3:17])=[CH:20][CH:21]=2)=[CH:33][CH:32]=1)(=[O:30])[CH3:29]. Reported procedure: This compound is made in a substantially similar manner as Example 117 using isomer 1 of 3-{4-[1-(4-bromo-phenoxy)-butyl]-benzoylamino}-propionic acid methyl ester and 4-acetylphenylboronic acid as starting materials in step D. MS (ES): 458.3 [M−H]−.